This data is from the Open Reaction Database (ORD), a public repository of structured organic reaction records. The task is: describe an organic reaction: reactants, conditions, products, and yield Reactants: C[O-].[Na+] (sodium methoxide), Na, CSC1=CC=C(C=O)C=C1 (4-(methylthio)benzaldehyde), N(=[N+]=[N-])CC(=O)OC (methyl azidoacetate). The solvent is O (H2O), CO (methanol), CO (methanol). Conditions: time 3 hour. Product: COC(C(=CC1=CC=C(C=C1)SC)N=[N+]=[N-])=O (methyl-2-azido-3-(4-methylthiophenyl)propenoate). Isolated yield 82.2%. RXN SMILES: C[O-].[Na+].[CH3:4][S:5][C:6]1[CH:13]=[CH:12][C:9]([CH:10]=O)=[CH:8][CH:7]=1.[N:14]([CH2:17][C:18]([O:20][CH3:21])=[O:19])=[N+:15]=[N-:16]>CO.O>[CH3:21][O:20][C:18](=[O:19])[C:17]([N:14]=[N+:15]=[N-:16])=[CH:10][C:9]1[CH:12]=[CH:13][C:6]([S:5][CH3:4])=[CH:7][CH:8]=1 |f:0.1|. Reported procedure: To a solution of sodium methoxide prepared from Na metal (8.65 g, 0.38 m) in methanol(200 mL) at 0°-5° C., was added a solution of 4-(methylthio)benzaldehyde (12.6 ml, 94.7 mmol) and methyl azidoacetate (44 g, 0.382 mol) in methanol (30 mL). After stirring at the same temperature for 3 hours, the suspension was diluted with H2O (300 mL). The solids were filtered, washed with water and dried under vacuum to provide 19.4 g (82.0%) of methyl-2-azido-3-(4-methylthiophenyl)propenoate as a yellow soli... Starting materials: CSCCC(NC(=O)OC(C)(C)C)C(=O)O, CI, [KH], C1CCOC1, O=C(O)CC(O)(CC(=O)O)C(=O)O. The product is CSCCC(C(=O)O)N(C)C(=O)OC(C)(C)C. RXN SMILES: [C:1]([CH3:2])([CH3:3])([CH3:4])[O:5][C:6](=[O:7])[NH:8][CH:9]([CH2:10][CH2:11][S:12][CH3:13])[C:14](=[O:15])[OH:16].[CH3:18][I:19].[KH:17].[O:33]1[CH2:34][CH2:35][CH2:36][CH2:37]1.[OH:20][C:21]([CH2:22][C:23]([C:24](=[O:25])[OH:26])([CH2:27][C:28](=[O:29])[OH:30])[OH:31])=[O:32]>>[C:1]([CH3:2])([CH3:3])([CH3:4])[O:5][C:6](=[O:7])[N:8]([CH:9]([CH2:10][CH2:11][S:12][CH3:13])[C:14](=[O:15])[OH:16])[CH3:21]. RXN SMILES: [C:2](#[N:3])[C:4]1([c:16]2[s:17][cH:18][cH:19][cH:20]2)[CH2:5][CH2:6][C:7](=[O:15])[CH:8]([C:10]([O:11][CH2:12][CH3:13])=[O:14])[CH2:9]1.[CH3:21][C:22](=[O:23])[OH:24].[ClH:1]>>[C:2](#[N:3])[C:4]1([c:16]2[s:17][cH:18][cH:19][cH:20]2)[CH2:5][CH2:6][C:7](=[O:15])[CH2:8][CH2:9]1. Product: N#CC1(c2cccs2)CCC(=O)CC1. Starting materials: CCOC(=O)C1CC(C#N)(c2cccs2)CCC1=O, CC(=O)O, Cl. Starting materials: Cc1cc(Cl)ncc1Br, O=C([O-])[O-], N=C(c1ccccc1)c1ccccc1, Cc1ccccc1, [Cs+], [Cs+]. Yields the product Cc1cc(Cl)ncc1N. Reaction SMILES: [Br:1][c:2]1[c:3]([CH3:9])[cH:4][c:5]([Cl:8])[n:6][cH:7]1.[C:10](=[O:11])([O-:12])[O-:13].[C:16]([c:17]1[cH:18][cH:19][cH:20][cH:21][cH:22]1)([c:23]1[cH:24][cH:25][cH:26][cH:27][cH:28]1)=[NH:29].[CH3:30][c:31]1[cH:32][cH:33][cH:34][cH:35][cH:36]1.[Cs+:14].[Cs+:15]>>[c:2]1([NH2:29])[c:3]([CH3:9])[cH:4][c:5]([Cl:8])[n:6][cH:7]1. Yields the product O=S1(N(CCCC1)C1=C2CCN(C2=CC(=C1)C(=O)OC)CC)=O (Methyl 4-(1,1-dioxidotetrahydro-2H-1,2-thiazin-2-yl)-1-ethyl-2,3-dihydro-1H-indole-6-carboxylate). The reactants are C(C)(=O)N1CCC2=C(C=C(C=C12)C(=O)OC)N1S(CCCC1)(=O)=O (Methyl 1-acetyl-4-(1,1-dioxidotetrahydro-2H-1,2-thiazin-2-yl)-2,3-dihydro-1H-indole-6-carboxylate), CCO (EtOH). The solvent is C1CCOC1 (THF), C1CCOC1 (THF). Isolated yield 69.5%. Reported procedure: To a solution of methyl 1-acetyl-4-(1,1-dioxidotetrahydro-2H-1,2-thiazin-2-yl)-2,3-dihydro-1H-indole-6-carboxylate (D235) (300 mg, 0.85 mmol, 1 equiv) in THF (20 ml) at room temperature was added BH3 (1.5 M in THF, 2 ml, 3 mmol, 3.5 equiv) and the resulting mixture was stirred at room temperature for 15 h. EtOH (5 ml) was added and the resulting mixture was concentrated in vacuo after 5 min. The residue was partitioned between a 2N aqueous HCl solution (20 ml) and CH2Cl2 (20 ml) and the biphasic... Run at time 15 hour. RXN SMILES: [C:1]([N:4]1[C:12]2[C:7](=[C:8]([N:17]3[CH2:22][CH2:21][CH2:20][CH2:19][S:18]3(=[O:24])=[O:23])[CH:9]=[C:10]([C:13]([O:15][CH3:16])=[O:14])[CH:11]=2)[CH2:6][CH2:5]1)(=O)[CH3:2].CCO>C1COCC1>[O:24]=[S:18]1(=[O:23])[CH2:19][CH2:20][CH2:21][CH2:22][N:17]1[C:8]1[CH:9]=[C:10]([C:13]([O:15][CH3:16])=[O:14])[CH:11]=[C:12]2[C:7]=1[CH2:6][CH2:5][N:4]2[CH2:1][CH3:2].